From a dataset of the Open Reaction Database (ORD), a public repository of structured organic reaction records. describe an organic reaction: reactants, conditions, products, and yield The product is N#Cc1ccc(-c2ccc(Br)o2)cc1. RXN SMILES: [C:1](#[N:2])[c:3]1[cH:4][cH:5][c:6](-[c:9]2[o:10][cH:11][cH:12][cH:13]2)[cH:7][cH:8]1.[O:14]=[C:15]1[N:16]([Br:21])[C:17](=[O:18])[CH2:19][CH2:20]1.[O:22]=[CH:23][N:24]([CH3:25])[CH3:26].[OH2:27]>>[C:1](#[N:2])[c:3]1[cH:4][cH:5][c:6](-[c:9]2[o:10][c:11]([Br:21])[cH:12][cH:13]2)[cH:7][cH:8]1. Reactants: N#Cc1ccc(-c2ccco2)cc1, O=C1CCC(=O)N1Br, CN(C)C=O, O. Reactants: ClC1=NC2=CC=CC=C2C(=N1)Cl (2,4-dichloroquinazoline), C1OC=2C=C(N)C=CC2O1 (3,4-(methylenedioxy)aniline), CC1=NNC(=C1)C (3,5-dimethylpyrazole). Yields the product O1COC2=C1C=CC(=C2)NC2=NC(=NC1=CC=CC=C21)N2N=C(C=C2C)C (Benzo[1,3]-dioxol-5-yl-[2-(3,5-dimethyl-pyrazol-1-yl)-quinazolin-4-yl]-amine). Reaction SMILES: Cl[C:2]1[N:11]=[C:10](Cl)[C:9]2[C:4](=[CH:5][CH:6]=[CH:7][CH:8]=2)[N:3]=1.[CH2:13]1[O:22][C:21]2[CH:20]=[CH:19][C:17]([NH2:18])=[CH:16][C:15]=2[O:14]1.[CH3:23][C:24]1[CH:28]=[C:27]([CH3:29])[NH:26][N:25]=1>>[O:22]1[C:21]2[CH:20]=[CH:19][C:17]([NH:18][C:10]3[C:9]4[C:4](=[CH:5][CH:6]=[CH:7][CH:8]=4)[N:3]=[C:2]([N:25]4[C:24]([CH3:23])=[CH:28][C:27]([CH3:29])=[N:26]4)[N:11]=3)=[CH:16][C:15]=2[O:14][CH2:13]1. Procedure details: Was prepared according to Method B from 2,4-dichloroquinazoline, 3,4-(methylenedioxy)aniline and 3,5-dimethylpyrazole. LC-ESI-HRMS of [M+H]+ shows 360.148 Da. Calc. 360.14605 Da, dev. 5.4 ppm. The reactants are C1C(N2CCCC3=CC=CC1=C23)=O (5,6-Dihydro-4H-pyrrolo[3,2,1-ij]quinolin-2(1H)-one), O (water), C(C)(=O)OCCCCCC(=O)Cl (6-Acetyloxyhexanoic acid chloride), [Cl-].[Al+3].[Cl-].[Cl-] (aluminum chloride). Yields the product C(C)(=O)OCCCCCC(=O)C1CN2C3=C(C=CC=C3C1)CC2=O (5-(6-Acetyloxy-1-oxohexyl)-5,6-dihydro-4H-pyrrolo[3,2,1-ij]quinolin-2(1H)-one). The solvent is C(Cl)Cl (CH2Cl2), C(Cl)Cl (CH2Cl2), C(Cl)Cl (CH2Cl2), C(Cl)Cl (CH2Cl2). Reaction SMILES: [C:1]([O:4][CH2:5][CH2:6][CH2:7][CH2:8][CH2:9][C:10](Cl)=[O:11])(=[O:3])[CH3:2].[Cl-].[Al+3].[Cl-].[Cl-].[CH2:17]1[C:27]2=[C:28]3[C:23](=[CH:24][CH:25]=[CH:26]2)[CH2:22][CH2:21][CH2:20][N:19]3[C:18]1=[O:29].O>C(Cl)Cl>[C:1]([O:4][CH2:5][CH2:6][CH2:7][CH2:8][CH2:9][C:10]([CH:21]1[CH2:22][C:23]2[C:28]3=[C:27]([CH2:17][C:18](=[O:29])[N:19]3[CH2:20]1)[CH:26]=[CH:25][CH:24]=2)=[O:11])(=[O:3])[CH3:2] |f:1.2.3.4|. Reaction conditions: temperature 0 celsius, time 15 minute. Reported procedure: 6-Acetyloxyhexanoic acid chloride (16.7 g, 86.6 mmol) in absolute CH2Cl2 (50 ml) is added in drops at 0° C. within 10 minutes to a suspension of anhydrous aluminum chloride (61.5 g, 461.6 mmol) in absolute CH2Cl2 (500 ml), and it is stirred for 15 minutes at this temperature. 5,6-Dihydro-4H-pyrrolo[3,2,1-ij]quinolin-2(1H)-one (10.0 g (57.7 mmol) in absolute CH2Cl2 (100 ml) is added in drops within 15 minutes at 0° C., then it is heated to boiling temperature and stirred for 30 minutes. It is coo...